This data is from the Open Reaction Database (ORD), a public repository of structured organic reaction records. The task is: describe an organic reaction: reactants, conditions, products, and yield Reactants: C1CCOC1, N#C[K], O=Cc1cccc([N+](=O)[O-])c1, [Na+], O, O=S([O-])O. Yields the product N#CC(O)c1cccc([N+](=O)[O-])c1. Reaction SMILES: [CH2:17]1[O:18][CH2:19][CH2:20][CH2:21]1.[K:22][C:23]#[N:24].[N+:6](=[O:7])([O-:8])[c:9]1[cH:10][c:11]([CH:12]=[O:13])[cH:14][cH:15][cH:16]1.[Na+:5].[OH2:25].[S:1](=[O:2])([OH:3])[O-:4]>>[N+:6](=[O:7])([O-:8])[c:9]1[cH:10][c:11]([CH:12]([OH:13])[C:23]#[N:24])[cH:14][cH:15][cH:16]1.